Dataset: the Open Reaction Database (ORD), a public repository of structured organic reaction records. Task: describe an organic reaction: reactants, conditions, products, and yield Isolated yield 64.0%. Product: N1([C@H](C(=O)N[C@H](CC2=CNC3=CC=CC=C23)C(=O)N[C@@H](CC2=CC=CC=C2)C(=O)N[C@H](CC2=CNC3=CC=CC=C23)C(=O)N[C@@H](CC(C)C)C(=O)N([C@@H](CCCC)C(=O)N)C)CCC1)C(=O)OC(C)(C)C (BocPro-DTrp-Phe-DTrp-Leu-MeNleNH2). Reported procedure: Condensation of BocPro-DTrp-PheOH (part B of Example 17, 0.700 g.) and HDTrp-Leu-MeNleNH2 (0.520 g.) using dicyclohexylcarbodiimide and 1-hydroxybenzotriazole gave BocPro-DTrp-Phe-DTrp-Leu-MeNleNH2 in 64% yield. De-t-butoxycarbonylation of BocPro-DTrp-Phe-DTrp-Leu-MeNleNH2 (0.750 g.) using trifluoroacetic acid in dimethyl sulfide and ethanedithiol gave HPro-DTrp-Phe-DTrp-Leu-MeNleNH2, which was isolated as the amorphous white solid phosphate (1:1) salt tetrahydrate in 30% yield. Reactants: ON1N=NC2=C1C=CC=C2 (1-hydroxybenzotriazole), N1([C@H](C(=O)N[C@H](CC2=CNC3=CC=CC=C23)C(=O)N[C@@H](CC2=CC=CC=C2)C(=O)O)CCC1)C(=O)OC(C)(C)C (BocPro-DTrp-PheOH), N[C@H](CC1=CNC2=CC=CC=C12)C(=O)N[C@@H](CC(C)C)C(=O)N([C@@H](CCCC)C(=O)N)C (HDTrp-Leu-MeNleNH2), C1(CCCCC1)N=C=NC1CCCCC1 (dicyclohexylcarbodiimide). As a reaction SMILES: [N:1]1([C:34]([O:36][C:37]([CH3:40])([CH3:39])[CH3:38])=[O:35])[CH2:33][CH2:32][CH2:31][C@H:2]1[C:3]([NH:5][C@@H:6]([C:17]([NH:19][C@H:20]([C:28](O)=[O:29])[CH2:21][C:22]1[CH:27]=[CH:26][CH:25]=[CH:24][CH:23]=1)=[O:18])[CH2:7][C:8]1[C:16]2[C:11](=[CH:12][CH:13]=[CH:14][CH:15]=2)[NH:10][CH:9]=1)=[O:4].[NH2:41][C@@H:42]([C:53]([NH:55][C@H:56]([C:61]([N:63]([CH3:72])[C@H:64]([C:69]([NH2:71])=[O:70])[CH2:65][CH2:66][CH2:67][CH3:68])=[O:62])[CH2:57][CH:58]([CH3:60])[CH3:59])=[O:54])[CH2:43][C:44]1[C:52]2[C:47](=[CH:48][CH:49]=[CH:50][CH:51]=2)[NH:46][CH:45]=1.C1(N=C=NC2CCCCC2)CCCCC1.ON1C2C=CC=CC=2N=N1>>[N:1]1([C:34]([O:36][C:37]([CH3:40])([CH3:39])[CH3:38])=[O:35])[CH2:33][CH2:32][CH2:31][C@H:2]1[C:3]([NH:5][C@@H:6]([C:17]([NH:19][C@H:20]([C:28]([NH:41][C@@H:42]([C:53]([NH:55][C@H:56]([C:61]([N:63]([CH3:72])[C@H:64]([C:69]([NH2:71])=[O:70])[CH2:65][CH2:66][CH2:67][CH3:68])=[O:62])[CH2:57][CH:58]([CH3:59])[CH3:60])=[O:54])[CH2:43][C:44]1[C:52]2[C:47](=[CH:48][CH:49]=[CH:50][CH:51]=2)[NH:46][CH:45]=1)=[O:29])[CH2:21][C:22]1[CH:27]=[CH:26][CH:25]=[CH:24][CH:23]=1)=[O:18])[CH2:7][C:8]1[C:16]2[C:11](=[CH:12][CH:13]=[CH:14][CH:15]=2)[NH:10][CH:9]=1)=[O:4]. The reactants are C(C1=CC=CC=C1)#N (benzonitrile), C(C)(=O)OC(C)=O (acetic anhydride). Yields the product C(C1=CC=CC=C1)=NO (benzaldoxime), C(C)(=O)NCC1=CC=CC=C1 (N-acetylbenzylamine). Reaction SMILES: [C:1](#[N:8])[C:2]1[CH:7]=[CH:6][CH:5]=[CH:4][CH:3]=1.C(O[C:13](=[O:15])[CH3:14])(=[O:11])C>>[CH:1](=[N:8][OH:11])[C:2]1[CH:7]=[CH:6][CH:5]=[CH:4][CH:3]=1.[C:13]([NH:8][CH2:1][C:2]1[CH:7]=[CH:6][CH:5]=[CH:4][CH:3]=1)(=[O:15])[CH3:14]. Procedure details: Also, by reaction of benzaldoxime with acetic anhydride benzaldoxime acetate is formed, which is then reduced, thus benzylamine being obtained with 91% (K. W. Rosenmund et al, Ber., 56 2258-2262 (1923)). These processes of reducing benzonitrile or benzaldoxime in the acetic anhydride solvent comprise isolating N-acetylbenzylamine and hydrolysing same to obtain benzylamine. Starting materials: ClC(Cl)(Cl)Cl, ClP(Cl)(Cl)(Cl)Cl, Oc1ccccc1, CSc1ccc(C(=O)NNc2ccccc2)cc1. Yields the product CSc1ccc(C(Cl)=NNc2ccccc2)cc1. RXN SMILES: [C:32]([Cl:33])([Cl:34])([Cl:35])[Cl:36].[Cl:1][P:2]([Cl:3])([Cl:4])([Cl:5])[Cl:6].[OH:25][c:26]1[cH:27][cH:28][cH:29][cH:30][cH:31]1.[c:7]1([NH:13][NH:14][C:15]([c:16]2[cH:17][cH:18][c:19]([S:22][CH3:23])[cH:20][cH:21]2)=[O:24])[cH:8][cH:9][cH:10][cH:11][cH:12]1>>[Cl:1][C:15](=[N:14][NH:13][c:7]1[cH:8][cH:9][cH:10][cH:11][cH:12]1)[c:16]1[cH:17][cH:18][c:19]([S:22][CH3:23])[cH:20][cH:21]1. RXN SMILES: [C:1]([NH:4][C@H:5]([C:14]([NH:16][C@H:17]([C:19](C1CCCC1(N)C(OCC)=O)=[O:20])[CH3:18])=[O:15])[CH2:6][C:7]1[CH:12]=[CH:11][C:10]([OH:13])=[CH:9][CH:8]=1)(=[O:3])[CH3:2].C([O:34]C(C1(N)CCCC1)=O)C>CO>[C:1]([NH:4][C@H:5]([C:14]([NH:16][C@H:17]([C:19]([OH:20])=[O:34])[CH3:18])=[O:15])[CH2:6][C:7]1[CH:8]=[CH:9][C:10]([OH:13])=[CH:11][CH:12]=1)(=[O:3])[CH3:2]. Yields the product C(C)(=O)N[C@@H](CC1=CC=C(C=C1)O)C(=O)N[C@@H](C)C(=O)O (N-Acetyltyrosyl-alanine). The solvent is CO (MeOH). Starting materials: C(C)(=O)N[C@@H](CC1=CC=C(C=C1)O)C(=O)N[C@@H](C)C(=O)C1C(CCC1)(C(=O)OCC)N (Ethyl N-acetyltyrosyl-alanyl-1-amino-1-cyclopentanecarboxylate), C(C)OC(=O)C1(CCCC1)N (ethyl-1-amino-1-cyclopentanecarboxylate). Reported procedure: Ethyl N-acetyltyrosyl-alanyl-1-amino-1-cyclopentanecarboxylate, by the procedure of Example 1 from the preceding compound and ethyl-1-amino-1-cyclopentanecarboxylate, yield 88%, m.p. 168° to 171° C., [α]D20 -3.1° (c 0.2, MeOH). Reactants: C12C(C3CC(CC(C1)C3)C2)NC(=O)C=2C=NN(C2Cl)C (5-chloro-1-methyl-1H-pyrazole-4-carboxylic acid adamantan-2-ylamide), N1CCCC1 (pyrrolidine). Product: C12C(C3CC(CC(C1)C3)C2)NC(=O)C=2C=NN(C2N2CCCC2)C (Methyl-5-pyrrolidin-1-yl-1H-pyrazole-4-carboxylic acid adamantan-2-ylamide). RXN SMILES: [CH:1]12[CH2:10][CH:5]3[CH2:6][CH:7]([CH2:9][CH:3]([CH2:4]3)[CH:2]1[NH:11][C:12]([C:14]1[CH:15]=[N:16][N:17]([CH3:20])[C:18]=1Cl)=[O:13])[CH2:8]2.[NH:21]1[CH2:25][CH2:24][CH2:23][CH2:22]1>>[CH:1]12[CH2:10][CH:5]3[CH2:6][CH:7]([CH2:9][CH:3]([CH2:4]3)[CH:2]1[NH:11][C:12]([C:14]1[CH:15]=[N:16][N:17]([CH3:20])[C:18]=1[N:21]1[CH2:25][CH2:24][CH2:23][CH2:22]1)=[O:13])[CH2:8]2. Procedure: Heating a mixture of 5-chloro-1-methyl-1H-pyrazole-4-carboxylic acid adamantan-2-ylamide (Example 5, 88 mg; 0.30 mmol) and pyrrolidine (0.25 mL; 3.0 mmol) under microwave irradiation according to the procedure described for Example 14 provided after purification by reverse phase HPLC, 1-methyl-5-pyrrolidin-1-yl-1H-pyrazole-4-carboxylic acid adamantan-2-ylamide (60 mg, 61%) as an off-white powder. ES-HRMS m/e calcd for C19H29N4O (M+H+) 329.2336, found 329.2334. Reactants: NC=1SC=CN1 (2-aminothiazole), BrCC(CC)=O (1-bromo-2-butanone). Solvent: CC(=O)C (acetone). Yields the product C(C)C1=CN2C(S1)=NC=C2 (2-Ethylimidazo[2,1-b]thiazole). Isolated yield 66.1%. As a reaction SMILES: [NH2:1][C:2]1[S:3][CH:4]=[CH:5][N:6]=1.Br[CH2:8][C:9](=O)[CH2:10][CH3:11]>CC(C)=O>[CH2:10]([C:9]1[S:3][C:2]2=[N:6][CH:5]=[CH:4][N:1]2[CH:8]=1)[CH3:11]. Procedure: A solution of 3.0 g of 2-aminothiazole and 4.5 g of 1-bromo-2-butanone in 50 ml of acetone is heated under reflux for an hour and the precipitated crystals are collected by filtration. The crystals in 30 ml of aqueous HBr solution (1N) is heated at 80°-90° C. for an hour. After cooling, the reaction mixture is neutralized with 10% aqueous sodium hydroxide solution and extracted with dichloromethane. The extract is washed with water, dried over anhydrous sodium sulfate and distilled under reduced... The reactants are CC[C@@H]1[C@@]([C@@H]([C@H]([C@H]([C@@H](C[C@@]([C@@H]([C@H]([C@H]([C@H](C(=O)O1)C)O[C@H]2C[C@@]([C@H]([C@@H](O2)C)O)(C)OC)C)O[C@H]3[C@@H]([C@H](C[C@H](O3)C)N(C)C)O)(C)O)C)N)C)O)(C)O (erythromycylamine), C(C)OC(C(O)C(C)=O)OCC (acetylglycolaldehyde-diethylacetal), O1CCOCC1 (dioxane). Solvent: O (water). The product is C(C)(=O)C(C=O)O.CC[C@@H]1[C@@]([C@@H]([C@H]([C@H]([C@@H](C[C@@]([C@@H]([C@H]([C@H]([C@H](C(=O)O1)C)O[C@H]2C[C@@]([C@H]([C@@H](O2)C)O)(C)OC)C)O[C@H]3[C@@H]([C@H](C[C@H](O3)C)N(C)C)O)(C)O)C)N)C)O)(C)O (Acetylglycolaldehyde erythromycylamine). Isolated yield 191.1%. Reaction SMILES: [CH3:1][CH2:2][C@H:3]1[O:17][C:15](=[O:16])[C@H:14]([CH3:18])[C@H:13]([O:19][C@@H:20]2[O:25][C@@H:24]([CH3:26])[C@H:23]([OH:27])[C@@:22]([O:29][CH3:30])([CH3:28])[CH2:21]2)[C@H:12]([CH3:31])[C@@H:11]([O:32][C@@H:33]2[O:38][C@H:37]([CH3:39])[CH2:36][C@H:35]([N:40]([CH3:42])[CH3:41])[C@H:34]2[OH:43])[C@@:10]([OH:45])([CH3:44])[CH2:9][C@@H:8]([CH3:46])[C@H:7]([NH2:47])[C@H:6]([CH3:48])[C@@H:5]([OH:49])[C@@:4]1([OH:51])[CH3:50].C(OC(OCC)C(C(=O)C)O)C.O1CCOCC1>O>[C:3]([CH:4]([OH:51])[CH:5]=[O:49])(=[O:17])[CH3:2].[CH3:1][CH2:2][C@H:3]1[O:17][C:15](=[O:16])[C@H:14]([CH3:18])[C@H:13]([O:19][C@@H:20]2[O:25][C@@H:24]([CH3:26])[C@H:23]([OH:27])[C@@:22]([O:29][CH3:30])([CH3:28])[CH2:21]2)[C@H:12]([CH3:31])[C@@H:11]([O:32][C@@H:33]2[O:38][C@H:37]([CH3:39])[CH2:36][C@H:35]([N:40]([CH3:41])[CH3:42])[C@H:34]2[OH:43])[C@@:10]([OH:45])([CH3:44])[CH2:9][C@@H:8]([CH3:46])[C@H:7]([NH2:47])[C@H:6]([CH3:48])[C@@H:5]([OH:49])[C@@:4]1([OH:51])[CH3:50] |f:4.5|. Procedure: A mixture consisting of 2.3 gm (0.003 mol) of erythromycylamine, 1.1 gm (0.006 mol) of acetylglycolaldehyde-diethylacetal, 20 ml of dioxane, 2 ml of water and 12 gm of Dowex 50 W was stirred at room temperature. After 6 hours of stirring the ion exchanger was filtered off and washed with dioxane. The filtrate was evaporated, and the residue was purified by column chromatography (basic aluminum oxide, activity stage 3; chloroform/methanol = 4:1). The fraction with an Rf -value of 0.6 was evaporat... Starting materials: c1ccc(COc2cc(-c3ccccc3)cc3nccn23)cc1, CC#N, CCOC(C)=O, O=C1CCC(=O)N1I. The product is Ic1cnc2cc(-c3ccccc3)cc(OCc3ccccc3)n12. RXN SMILES: [CH2:1]([c:2]1[cH:3][cH:4][cH:5][cH:6][cH:7]1)[O:8][c:9]1[cH:10][c:11](-[c:18]2[cH:19][cH:20][cH:21][cH:22][cH:23]2)[cH:12][c:13]2[n:14]1[cH:15][cH:16][n:17]2.[CH3:32][C:33]#[N:34].[CH3:35][CH2:36][O:37][C:38](=[O:39])[CH3:40].[I:24][N:25]1[C:26](=[O:27])[CH2:28][CH2:29][C:30]1=[O:31]>>[CH2:1]([c:2]1[cH:3][cH:4][cH:5][cH:6][cH:7]1)[O:8][c:9]1[cH:10][c:11](-[c:18]2[cH:19][cH:20][cH:21][cH:22][cH:23]2)[cH:12][c:13]2[n:14]1[c:15]([I:24])[cH:16][n:17]2. Reactants: CC1OC(=O)C(C)C(NCc2ccccc2)C1C(=O)O, CC(=O)O, [H][H]. The product is CC1OC(=O)C(C)C(N)C1C(=O)O. As a reaction SMILES: [CH3:1][CH:2]1[O:3][C:4](=[O:20])[CH:5]([CH3:19])[CH:6]([NH:11][CH2:12][c:13]2[cH:14][cH:15][cH:16][cH:17][cH:18]2)[CH:7]1[C:8](=[O:9])[OH:10].[CH3:23][C:24](=[O:25])[OH:26].[H:21][H:22]>>[CH3:1][CH:2]1[O:3][C:4](=[O:20])[CH:5]([CH3:19])[CH:6]([NH2:11])[CH:7]1[C:8](=[O:9])[OH:10].